From a dataset of the Open Reaction Database (ORD), a public repository of structured organic reaction records. describe an organic reaction: reactants, conditions, products, and yield Reactants: FC1=C(C=CC(=C1)F)[C@@]1(O[C@H]1C)CN1N=CN=C1 (1-(((2R,3S)-2-(2,4-difluorophenyl)-3-methyl oxiran-2-yl)methyl)-1H-1,2,4-triazol), C([O-])([O-])=O.[Ca+2] (calcium carbonate), N1N=CC(=C1)/C=C/C1=CC=C(C#N)C=C1 (4-((E)-2-(1H-pyrazol-4-yl)vinyl)benzonitrile). Run in CN(C=O)C (N,N-dimethylformamide). Reaction conditions: time 20 minute. Yield: 43.2%. Reaction SMILES: [F:1][C:2]1[CH:7]=[C:6]([F:8])[CH:5]=[CH:4][C:3]=1[C@@:9]1([CH2:13][N:14]2[CH:18]=[N:17][CH:16]=[N:15]2)[C@H:11]([CH3:12])[O:10]1.C(=O)([O-])[O-].[Ca+2].[NH:24]1[CH:28]=[C:27](/[CH:29]=[CH:30]/[C:31]2[CH:38]=[CH:37][C:34]([C:35]#[N:36])=[CH:33][CH:32]=2)[CH:26]=[N:25]1>CN(C)C=O>[F:1][C:2]1[CH:7]=[C:6]([F:8])[CH:5]=[CH:4][C:3]=1[C@@:9]([OH:10])([CH2:13][N:14]1[CH:18]=[N:17][CH:16]=[N:15]1)[C@H:11]([N:24]1[CH:28]=[C:27](/[CH:29]=[CH:30]/[C:31]2[CH:38]=[CH:37][C:34]([C:35]#[N:36])=[CH:33][CH:32]=2)[CH:26]=[N:25]1)[CH3:12] |f:1.2|. The product is FC1=C(C=CC(=C1)F)[C@]([C@@H](C)N1N=CC(=C1)/C=C/C1=CC=C(C#N)C=C1)(CN1N=CN=C1)O (4-((E)-2-(1-((2R,3R)-3-(2,4-Difluorophenyl)-3-hydroxy-4-(1H-1,2,4-triazol-1-yl)butan-2-yl)-1H-pyrazol-4-yl)vinyl)benzonitrile). Procedure: 1-(((2R,3S)-2-(2,4-difluorophenyl)-3-methyl oxiran-2-yl)methyl)-1H-1,2,4-triazol obtained in step 3 (55.9 mg) was suspended in N,N-dimethylformamide (1.6 mL), and calcium carbonate (41.9 mg) and 4-((E)-2-(1H-pyrazol-4-yl)vinyl)benzonitrile (39.5 mg) were added thereto. The mixture was stirred at room temperature for 20 minutes under an argon atmosphere, and reacted by microwave irradiation at 180° C. for 15 minutes. After completion of the reaction, the resulting mixture was extracted with ethyl... The reactants are O=C1CCC(=O)N1Br, CCOC(C)=O, COC(=O)C1CC(C)(C)Oc2cc(F)ccc21, CN(C)C=O. The product is COC(=O)C1CC(C)(C)Oc2cc(F)c(Br)cc21. As a reaction SMILES: [Br:18][N:19]1[C:20](=[O:21])[CH2:22][CH2:23][C:24]1=[O:25].[CH3:31][CH2:32][O:33][C:34](=[O:35])[CH3:36].[F:1][c:2]1[cH:3][cH:4][c:5]2[c:10]([cH:11]1)[O:9][C:8]([CH3:12])([CH3:13])[CH2:7][CH:6]2[C:14](=[O:15])[O:16][CH3:17].[O:26]=[CH:27][N:28]([CH3:29])[CH3:30]>>[F:1][c:2]1[c:3]([Br:18])[cH:4][c:5]2[c:10]([cH:11]1)[O:9][C:8]([CH3:12])([CH3:13])[CH2:7][CH:6]2[C:14](=[O:15])[O:16][CH3:17]. Reactants: BrCCCCCCOc1ccc(Br)cc1, CO. The product is COCCCCCCOc1ccc(Br)cc1. RXN SMILES: [Br:1][c:2]1[cH:3][cH:4][c:5]([O:8][CH2:9][CH2:10][CH2:11][CH2:12][CH2:13][CH2:14][Br:15])[cH:6][cH:7]1.[CH3:16][OH:17]>>[Br:1][c:2]1[cH:3][cH:4][c:5]([O:8][CH2:9][CH2:10][CH2:11][CH2:12][CH2:13][CH2:14][O:17][CH3:16])[cH:6][cH:7]1. Reactants: ClC(C1=NC(=NO1)C1=CC(=NC=C1)N1CCN(CC1)C(=O)OCC(C)(C)C)(Cl)Cl (2,2-Dimethylpropyl 4-{4-[5-(trichloromethyl)-1,2,4-oxadiazol-3-yl]pyridin-2-yl}-1-piperazinecarboxylate), CNC (dimethylamine). Solvent: C(C)O (ethanol). Conditions: time 3 hour. The product is CN(C1=NC(=NO1)C1=CC(=NC=C1)N1CCN(CC1)C(=O)OCC(C)(C)C)C (2,2-Dimethylpropyl 4-{4-[5-(dimethylamino)-1,2,4-oxadiazol-3-yl]pyridin-2-yl}-1-piperazinecarboxylate). Reaction SMILES: ClC(Cl)(Cl)[C:3]1[O:7][N:6]=[C:5]([C:8]2[CH:13]=[CH:12][N:11]=[C:10]([N:14]3[CH2:19][CH2:18][N:17]([C:20]([O:22][CH2:23][C:24]([CH3:27])([CH3:26])[CH3:25])=[O:21])[CH2:16][CH2:15]3)[CH:9]=2)[N:4]=1.[CH3:30][NH:31][CH3:32]>C(O)C>[CH3:30][N:31]([CH3:32])[C:3]1[O:7][N:6]=[C:5]([C:8]2[CH:13]=[CH:12][N:11]=[C:10]([N:14]3[CH2:15][CH2:16][N:17]([C:20]([O:22][CH2:23][C:24]([CH3:26])([CH3:27])[CH3:25])=[O:21])[CH2:18][CH2:19]3)[CH:9]=2)[N:4]=1. Reported procedure: 2,2-Dimethylpropyl 4-{4-[5-(trichloromethyl)-1,2,4-oxadiazol-3-yl]pyridin-2-yl}-1-piperazinecarboxylate (133 mg) obtained in Example 32 was dissolved in ethanol (4 mL), and aqueous 50% dimethylamine solution (1 mL) was added thereto, and stirred at room temperature for 3 hours. Then, the solvent was evaporated away and the resulting residue was isolated and purified through thin-layer silica gel chromatography (hexane/ethyl acetate=1/1) to obtain 49.1 mg of the entitled compound as a colorless o... The solvent is C(C)(=O)OCC (ethyl acetate), O1CCOCC1 (1,4-dioxane). Run at temperature 100 celsius, time 8 hour. The reagents and catalysts are C=1C=CC(=CC1)[P](C=2C=CC=CC2)(C=3C=CC=CC3)[Pd]([P](C=4C=CC=CC4)(C=5C=CC=CC5)C=6C=CC=CC6)([P](C=7C=CC=CC7)(C=8C=CC=CC8)C=9C=CC=CC9)[P](C=1C=CC=CC1)(C=1C=CC=CC1)C=1C=CC=CC1 (tetrakis(triphenylphosphine)palladium(0)). Procedure: To a mixture of 7-(1-azidoethyl)-6-bromo-3-methyl-5H-[1,3]thiazolo[3,2-a]pyrimidin-5-one (0.12 g, 0.38 mmol) and (3-chlorophenyl)boronic acid (0.072 g, 0.46 mmol) in 1,4-dioxane (3 mL) was added a 1 N solution of sodium carbonate in water (0.5 mL, 0.5 mmol) and tetrakis(triphenylphosphine)palladium(0) (0.022 g, 0.019 mmol). The mixture was stirred at 100° C. overnight. After cooling, the mixture was diluted with ethyl acetate, washed with water, dried over Na2SO4, concentrated, and purified on s... The product is N(=[N+]=[N-])C(C)C=1N=C2N(C(C1C1=CC(=CC=C1)Cl)=O)C(=CS2)C (7-(1-azidoethyl)-6-(3-chlorophenyl)-3-methyl-5H-[1,3]thiazolo[3,2-a]pyrimidin-5-one). RXN SMILES: [N:1]([CH:4]([C:6]1[N:7]=[C:8]2[S:16][CH:15]=[C:14]([CH3:17])[N:9]2[C:10](=[O:13])[C:11]=1Br)[CH3:5])=[N+:2]=[N-:3].[Cl:18][C:19]1[CH:20]=[C:21](B(O)O)[CH:22]=[CH:23][CH:24]=1.C(=O)([O-])[O-].[Na+].[Na+].O>O1CCOCC1.C(OCC)(=O)C.C1C=CC([P]([Pd]([P](C2C=CC=CC=2)(C2C=CC=CC=2)C2C=CC=CC=2)([P](C2C=CC=CC=2)(C2C=CC=CC=2)C2C=CC=CC=2)[P](C2C=CC=CC=2)(C2C=CC=CC=2)C2C=CC=CC=2)(C2C=CC=CC=2)C2C=CC=CC=2)=CC=1>[N:1]([CH:4]([C:6]1[N:7]=[C:8]2[S:16][CH:15]=[C:14]([CH3:17])[N:9]2[C:10](=[O:13])[C:11]=1[C:23]1[CH:22]=[CH:21][CH:20]=[C:19]([Cl:18])[CH:24]=1)[CH3:5])=[N+:2]=[N-:3] |f:2.3.4,^1:50,52,71,90|. Starting materials: N(=[N+]=[N-])C(C)C=1N=C2N(C(C1Br)=O)C(=CS2)C (7-(1-azidoethyl)-6-bromo-3-methyl-5H-[1,3]thiazolo[3,2-a]pyrimidin-5-one), ClC=1C=C(C=CC1)B(O)O ((3-chlorophenyl)boronic acid), solution, C([O-])([O-])=O.[Na+].[Na+] (sodium carbonate), O (water). Reactants: Fc1ccccc1Br, [Li]CCCC, CN1CCC(=O)CC1, C1CCOC1, O. Product: CN1CCC(O)(c2ccccc2F)CC1. Reaction SMILES: [Br:6][c:7]1[c:8]([F:13])[cH:9][cH:10][cH:11][cH:12]1.[CH2:1]([Li:2])[CH2:3][CH2:4][CH3:5].[CH3:14][N:15]1[CH2:16][CH2:17][C:18](=[O:21])[CH2:19][CH2:20]1.[O:23]1[CH2:24][CH2:25][CH2:26][CH2:27]1.[OH2:22]>>[c:7]1([C:18]2([OH:21])[CH2:17][CH2:16][N:15]([CH3:14])[CH2:20][CH2:19]2)[c:8]([F:13])[cH:9][cH:10][cH:11][cH:12]1. Reactants: NC1=C(C=C(C=C1)N1C=NC(=C1)C)C (2-amino-5-(4-methylimidazol-1-yl)toluene), ICl (iodomono-chloride), C([O-])(O)=O.[Na+] (sodium bicarbonate). Run in C(C)(=O)O (acetic acid). Run at time 2 hour. Product: NC1=C(C=C(C=C1I)N1C=NC(=C1)C)C (2-amino-3-iodo-5-(4-methylimidazol-1-yl)toluene). Isolated yield 40.7%. Reaction SMILES: [NH2:1][C:2]1[CH:7]=[CH:6][C:5]([N:8]2[CH:12]=[C:11]([CH3:13])[N:10]=[CH:9]2)=[CH:4][C:3]=1[CH3:14].[I:15]Cl.C(=O)(O)[O-].[Na+]>C(O)(=O)C>[NH2:1][C:2]1[C:7]([I:15])=[CH:6][C:5]([N:8]2[CH:12]=[C:11]([CH3:13])[N:10]=[CH:9]2)=[CH:4][C:3]=1[CH3:14] |f:2.3|. Procedure details: A mixture of 2-amino-5-(4-methylimidazol-1-yl)toluene (100 mg), iodomono-chloride (104 mg) and acetic acid (1.3 ml) was stirred at room temperature for 2 hours. Solvent was removed under reduced pressure to give a residue. The residue was made to pH 10 with saturated sodium bicarbonate solution, extracted with chloroform. The extract was dried with MgSO4, filtered and removed solvent to give 68 mg (41%) of the title compound. The reactants are [Cs+], [F-], C[Si](C)(C)C(F)(F)F, O=C1CCCN(C(=O)OCc2ccccc2)CC1. The product is O=C(OCc1ccccc1)N1CCCC(O)(C(F)(F)F)CC1. As a reaction SMILES: [Cs+:28].[F-:27].[F:19][C:20]([F:21])([F:22])[Si:23]([CH3:24])([CH3:25])[CH3:26].[O:1]=[C:2]1[CH2:3][CH2:4][N:5]([C:9](=[O:10])[O:11][CH2:12][c:13]2[cH:14][cH:15][cH:16][cH:17][cH:18]2)[CH2:6][CH2:7][CH2:8]1>>[OH:1][C:2]1([C:20]([F:19])([F:21])[F:22])[CH2:3][CH2:4][N:5]([C:9](=[O:10])[O:11][CH2:12][c:13]2[cH:14][cH:15][cH:16][cH:17][cH:18]2)[CH2:6][CH2:7][CH2:8]1. Yields the product O[C@@H]1CN(CC[C@@H]1C1=C(C=C(C=C1OC)OC)OC)C ((±)-cis-3-Hydroxy-4-(2,4,6-trimethoxyphenyl)-1-methylpiperidine). Procedure: Sodium borohydride (10 g) is added with stirring to a solution, boiling under reflux, of 1-methyl-4-(2,4,6-trimethoxyphenyl)-piperidin-3-one in absolute ethanol. Stirring and heating under reflux is then continued for a further hour. On cooling, the reaction mixture is diluted with water, then concentrated in order to remove the ethanol and extracted with chloroform. The chloroform extract is washed with water, dried over anhydrous sodium sulfate and concentrated to give a solid residue which, o... Reaction SMILES: [BH4-].[Na+].[CH3:3][N:4]1[CH2:9][CH2:8][CH:7]([C:10]2[C:15]([O:16][CH3:17])=[CH:14][C:13]([O:18][CH3:19])=[CH:12][C:11]=2[O:20][CH3:21])[C:6](=[O:22])[CH2:5]1>C(O)C.O>[OH:22][C@H:6]1[C@@H:7]([C:10]2[C:11]([O:20][CH3:21])=[CH:12][C:13]([O:18][CH3:19])=[CH:14][C:15]=2[O:16][CH3:17])[CH2:8][CH2:9][N:4]([CH3:3])[CH2:5]1 |f:0.1|. Run in O (water), C(C)O (ethanol). Reactants: [BH4-].[Na+] (Sodium borohydride), CN1CC(C(CC1)C1=C(C=C(C=C1OC)OC)OC)=O (1-methyl-4-(2,4,6-trimethoxyphenyl)-piperidin-3-one).